This data is from the Open Reaction Database (ORD), a public repository of structured organic reaction records. The task is: describe an organic reaction: reactants, conditions, products, and yield Starting materials: O=C(n1ccnc1)n1ccnc1, CC(C)(NC(=O)OCc1ccccc1)C(=O)O, NCCO, C1CCOC1. Yields the product CC(C)(NC(=O)OCc1ccccc1)C(=O)NCCO. Reaction SMILES: [C:18]([n:19]1[cH:20][cH:21][n:22][cH:23]1)([n:24]1[cH:25][cH:26][n:27][cH:28]1)=[O:29].[CH2:1]([c:2]1[cH:3][cH:4][cH:5][cH:6][cH:7]1)[O:8][C:9](=[O:10])[NH:11][C:12]([C:13](=[O:14])[OH:15])([CH3:16])[CH3:17].[NH2:30][CH2:31][CH2:32][OH:33].[O:34]1[CH2:35][CH2:36][CH2:37][CH2:38]1>>[CH2:1]([c:2]1[cH:3][cH:4][cH:5][cH:6][cH:7]1)[O:8][C:9](=[O:10])[NH:11][C:12]([C:13](=[O:15])[NH:30][CH2:31][CH2:32][OH:33])([CH3:16])[CH3:17]. Yields the product CC1C(Nc2cnn(CC(=O)NCc3ccncc3)c(=O)c2C2CC2)CC2CC1C2(C)C. The reactants are CC1C(Nc2cnn(CC(=O)NCc3ccncc3)c(=O)c2Br)CC2CC1C2(C)C, O=C([O-])[O-], OB(O)C1CC1, [K+], [K+], C1COCCO1, O. As a reaction SMILES: [Br:1][c:2]1[c:3]([NH:20][CH:21]2[CH:22]([CH3:30])[CH:23]3[C:24]([CH3:28])([CH3:29])[CH:25]([CH2:26]2)[CH2:27]3)[cH:4][n:5][n:6]([CH2:9][C:10](=[O:11])[NH:12][CH2:13][c:14]2[cH:15][cH:16][n:17][cH:18][cH:19]2)[c:7]1=[O:8].[C:37](=[O:38])([O-:39])[O-:40].[CH:31]1([B:34]([OH:35])[OH:36])[CH2:32][CH2:33]1.[K+:41].[K+:42].[O:44]1[CH2:45][CH2:46][O:47][CH2:48][CH2:49]1.[OH2:43]>>[c:2]1([CH:31]2[CH2:32][CH2:33]2)[c:3]([NH:20][CH:21]2[CH:22]([CH3:30])[CH:23]3[C:24]([CH3:28])([CH3:29])[CH:25]([CH2:26]2)[CH2:27]3)[cH:4][n:5][n:6]([CH2:9][C:10](=[O:11])[NH:12][CH2:13][c:14]2[cH:15][cH:16][n:17][cH:18][cH:19]2)[c:7]1=[O:8]. Starting materials: CC(=O)Oc1coc(-c2cccc([N+](=O)[O-])c2)cc1=O, CO. Yields the product CC(=O)Oc1coc(-c2cccc(N)c2)cc1=O. Reaction SMILES: [C:1]([CH3:2])(=[O:3])[O:4][c:5]1[cH:6][o:7][c:8](-[c:12]2[cH:13][c:14]([N+:18]([O-:19])=[O:20])[cH:15][cH:16][cH:17]2)[cH:9][c:10]1=[O:11].[CH3:21][OH:22]>>[C:1]([CH3:2])(=[O:3])[O:4][c:5]1[cH:6][o:7][c:8](-[c:12]2[cH:13][c:14]([NH2:18])[cH:15][cH:16][cH:17]2)[cH:9][c:10]1=[O:11]. Starting materials: N1CCCCC1 (piperidine), C(CC)(=O)Cl (propionyl chloride). The product is C(CC)(=O)N1CCCCC1 (1-Propionylpiperidine). As a reaction SMILES: [NH:1]1[CH2:6][CH2:5][CH2:4][CH2:3][CH2:2]1.[C:7](Cl)(=[O:10])[CH2:8][CH3:9]>>[C:7]([N:1]1[CH2:6][CH2:5][CH2:4][CH2:3][CH2:2]1)(=[O:10])[CH2:8][CH3:9]. Reported procedure: This compound was prepared by a method analogous to that of description 9 using piperidine in place of heptamethyleneimine and propionyl chloride in place of acetyl chloride.